describe an organic reaction: reactants, conditions, products, and yield From a dataset of the Open Reaction Database (ORD), a public repository of structured organic reaction records. Yields the product NC1(CCC1)C1=CC=C(C=C1)C=1C(=CC2=C(NCCC(N2)=O)N1)C1=CC=CC=C1 (7-(4-(1-aminocyclobutyl)phenyl)-8-phenyl-4,5-dihydro-1H-pyrido[2,3-b][1,4]diazepin-2(3H)-one). Yield: 108.4%. Procedure details: Following the procedure for 1-((1H-imidazol-2-yl)methyl)-6-(4-(1-aminocyclobutyl)phenyl)-7-phenyl-1H-pyrido[2,3-b][1,4]oxazin-2(3H)-one, tert-butyl(1-(4-(2-oxo-8-phenyl-2,3,4,5-tetrahydro-1H-pyrido[2,3-b][1,4]diazepin-7-yl)phenyl)cyclobutyl)carbamate (27 mg, 0.06 mmol) was reacted to afford the title compound (25 mg, 73%). LCMS (Method D): RT=0.644 min, M+1=385. 1H NMR (500 MHz, MeOD): 7.47-7.43 (5H, m), 7.27-7.25 (3H, m), 7.16-7.14 (2H, m), 3.78-3.76 (2H, m), 2.90-2.88 (2H, m), 2.79-2.73 (2H, m... Reaction SMILES: N1C=CN=C1CN1C(=O)COC2N=C(C3C=CC(C4(N)CCC4)=CC=3)C(C3C=CC=CC=3)=CC1=2.C(OC(=O)[NH:41][C:42]1([C:46]2[CH:51]=[CH:50][C:49]([C:52]3[C:53]([C:64]4[CH:69]=[CH:68][CH:67]=[CH:66][CH:65]=4)=[CH:54][C:55]4[NH:61][C:60](=[O:62])[CH2:59][CH2:58][NH:57][C:56]=4[N:63]=3)=[CH:48][CH:47]=2)[CH2:45][CH2:44][CH2:43]1)(C)(C)C>>[NH2:41][C:42]1([C:46]2[CH:47]=[CH:48][C:49]([C:52]3[C:53]([C:64]4[CH:69]=[CH:68][CH:67]=[CH:66][CH:65]=4)=[CH:54][C:55]4[NH:61][C:60](=[O:62])[CH2:59][CH2:58][NH:57][C:56]=4[N:63]=3)=[CH:50][CH:51]=2)[CH2:45][CH2:44][CH2:43]1. The reactants are N1C(=NC=C1)CN1C2=C(OCC1=O)N=C(C(=C2)C2=CC=CC=C2)C2=CC=C(C=C2)C2(CCC2)N (1-((1H-imidazol-2-yl)methyl)-6-(4-(1-aminocyclobutyl)phenyl)-7-phenyl-1H-pyrido[2,3-b][1,4]oxazin-2(3H)-one), C(C)(C)(C)OC(NC1(CCC1)C1=CC=C(C=C1)C=1C(=CC2=C(NCCC(N2)=O)N1)C1=CC=CC=C1)=O (tert-butyl(1-(4-(2-oxo-8-phenyl-2,3,4,5-tetrahydro-1H-pyrido[2,3-b][1,4]diazepin-7-yl)phenyl)cyclobutyl)carbamate).